This data is from the Open Reaction Database (ORD), a public repository of structured organic reaction records. The task is: describe an organic reaction: reactants, conditions, products, and yield Starting materials: BrC1=CC=C(C=C1)C(C\C(=N/O)\C=1C=CC(N(C1)C)=O)C1=C(C=C(C=C1)F)Cl ((E)-5-{3-(4-Bromo-phenyl)-3-(2-chloro-4-fluoro-phenyl)-1-(hydroxyimino)-propyl}-1-methyl-1H-pyridin-2-one), C(=O)(O)C1=CC=C(C=C1)B(O)O (4-carboxyphenylboronic acid). Yields the product ClC1=C(C=CC(=C1)F)C(C\C(\C1=CN(C(C=C1)=O)C)=N/O)C1=CC=C(C=C1)C1=CC=C(C=C1)C(=O)O ((E)-4′-(1-(2-chloro-4-fluorophenyl)-3-(hydroxyimino)-3-(1-methyl-6-oxo-1,6-dihydropyridin-3-yl)propyl)biphenyl-4-carboxylic acid). As a reaction SMILES: Br[C:2]1[CH:7]=[CH:6][C:5]([CH:8]([C:21]2[CH:26]=[CH:25][C:24]([F:27])=[CH:23][C:22]=2[Cl:28])[CH2:9]/[C:10](/[C:13]2[CH:14]=[CH:15][C:16](=[O:20])[N:17]([CH3:19])[CH:18]=2)=[N:11]\[OH:12])=[CH:4][CH:3]=1.[C:29]([C:32]1[CH:37]=[CH:36][C:35](B(O)O)=[CH:34][CH:33]=1)([OH:31])=[O:30]>>[Cl:28][C:22]1[CH:23]=[C:24]([F:27])[CH:25]=[CH:26][C:21]=1[CH:8]([C:5]1[CH:6]=[CH:7][C:2]([C:35]2[CH:36]=[CH:37][C:32]([C:29]([OH:31])=[O:30])=[CH:33][CH:34]=2)=[CH:3][CH:4]=1)[CH2:9]/[C:10](=[N:11]\[OH:12])/[C:13]1[CH:14]=[CH:15][C:16](=[O:20])[N:17]([CH3:19])[CH:18]=1. Reported procedure: The title compound was prepared in analogy to example 166, from (E)-5-{3-(4-bromo-phenyl)-3-(2-chloro-4-fluoro-phenyl)-1-(hydroxyimino)-propyl}-1-methyl-1H-pyridin-2-one (example 410) and 4-carboxyphenylboronic acid (CAS RN 14047-29-1). The compound was purified by silica gel chromatography using a MPLC system eluting with a gradient of dichlormethane:methanol (100:0 to 90:10). The resulting yellow solid was purified by preparative HPLC (phenomenex gemini column) with a gradient of acetonitrile:... The reactants are CCOCC1CO1, CCOC(C)=O, O=c1[nH]nc2c(-c3ccc(Cl)cc3)c(-c3ccc(Cl)cc3)cnn12, [K+], [K+], O=C([O-])[O-], CN(C)C=O. Yields the product CCOCC(O)Cn1nc2c(-c3ccc(Cl)cc3)c(-c3ccc(Cl)cc3)cnn2c1=O. Reaction SMILES: [CH2:25]([CH:26]1[CH2:27][O:28]1)[O:29][CH2:30][CH3:31].[CH3:43][CH2:44][O:45][C:46]([CH3:47])=[O:48].[Cl:1][c:2]1[cH:3][cH:4][c:5](-[c:8]2[c:9](-[c:18]3[cH:19][cH:20][c:21]([Cl:24])[cH:22][cH:23]3)[c:10]3[n:11]([n:12][cH:13]2)[c:14](=[O:17])[nH:15][n:16]3)[cH:6][cH:7]1.[K+:32].[K+:33].[O-:34][C:35]([O-:36])=[O:37].[O:38]=[CH:39][N:40]([CH3:41])[CH3:42]>>[Cl:1][c:2]1[cH:3][cH:4][c:5](-[c:8]2[c:9](-[c:18]3[cH:19][cH:20][c:21]([Cl:24])[cH:22][cH:23]3)[c:10]3[n:11]([n:12][cH:13]2)[c:14](=[O:17])[n:15]([CH2:27][CH:26]([CH2:25][O:29][CH2:30][CH3:31])[OH:28])[n:16]3)[cH:6][cH:7]1.